From a dataset of the Open Reaction Database (ORD), a public repository of structured organic reaction records. describe an organic reaction: reactants, conditions, products, and yield The reactants are ClC=1N=C(C2=C(N1)C=CC(=N2)C2=CC=C(C=C2)F)NCC(F)(F)F ([2-Chloro-6-(4-fluoro-phenyl)-pyrido[3,2-d]pyrimidin-4-yl]-(2,2,2-trifluoroethyl)-amine), O.C(C)#N (water acetonitrile), NCC1=CC=C(C(=O)N(C)C)C=C1 (4-aminomethyl-N,N-dimethyl-benzamide), C(C)(C)N(CC)C(C)C (diisopropylethylamine). Solvent: CN1CCCC1=O (NMP). Reaction conditions: time 1 hour. The product is FC1=CC=C(C=C1)C=1C=CC=2N=C(N=C(C2N1)NCC(F)(F)F)NCC1=CC=C(C(=O)N(C)C)C=C1 (4-{[6-(4-Fluoro-phenyl)-4-(2,2,2-trifluoro-ethylamino)-pyrido[3,2-d]pyrimidin-2-ylamino]-methyl}-N,N-dimethyl-benzamide). The yield is 15.0%. RXN SMILES: Cl[C:2]1[N:3]=[C:4]([NH:19][CH2:20][C:21]([F:24])([F:23])[F:22])[C:5]2[N:11]=[C:10]([C:12]3[CH:17]=[CH:16][C:15]([F:18])=[CH:14][CH:13]=3)[CH:9]=[CH:8][C:6]=2[N:7]=1.[NH2:25][CH2:26][C:27]1[CH:37]=[CH:36][C:30]([C:31]([N:33]([CH3:35])[CH3:34])=[O:32])=[CH:29][CH:28]=1.C(N(C(C)C)CC)(C)C.O.C(#N)C>CN1C(=O)CCC1>[F:18][C:15]1[CH:16]=[CH:17][C:12]([C:10]2[CH:9]=[CH:8][C:6]3[N:7]=[C:2]([NH:25][CH2:26][C:27]4[CH:28]=[CH:29][C:30]([C:31]([N:33]([CH3:34])[CH3:35])=[O:32])=[CH:36][CH:37]=4)[N:3]=[C:4]([NH:19][CH2:20][C:21]([F:24])([F:23])[F:22])[C:5]=3[N:11]=2)=[CH:13][CH:14]=1 |f:3.4|. Procedure details: [2-Chloro-6-(4-fluoro-phenyl)-pyrido[3,2-d]pyrimidin-4-yl]-(2,2,2-trifluoroethyl)-amine (100 mg, 0.28 mmol), 4-aminomethyl-N,N-dimethyl-benzamide (100 mg, 0.56 mmol) and diisopropylethylamine (0.097 mL, 0.56 mmol) were suspended in NMP (1.5 mL), sealed and heated by microwave to 140 deg C. for 1 h. After cooling the reaction mixture was added dropwise to a stirring mixture of water/acetonitrile (8 mL, 3:1) to afford a yellow precipitate. The solid was filtered, washed with water, dissolved in ho... The reactants are CC(=O)[O-], CC(=O)O, O=C(OCc1ccccc1)N1CCC(CNc2ccc(Cl)nn2)CC1, [Na+]. The product is O=C(OCc1ccccc1)N1CCC(CNc2ccc(O)nn2)CC1. As a reaction SMILES: [CH3:27][C:28]([O-:29])=[O:30].[CH3:31][C:32](=[O:33])[OH:34].[Cl:1][c:2]1[cH:3][cH:4][c:5]([NH:8][CH2:9][CH:10]2[CH2:11][CH2:12][N:13]([C:16](=[O:17])[O:18][CH2:19][c:20]3[cH:21][cH:22][cH:23][cH:24][cH:25]3)[CH2:14][CH2:15]2)[n:6][n:7]1.[Na+:26]>>[c:2]1([OH:29])[cH:3][cH:4][c:5]([NH:8][CH2:9][CH:10]2[CH2:11][CH2:12][N:13]([C:16](=[O:17])[O:18][CH2:19][c:20]3[cH:21][cH:22][cH:23][cH:24][cH:25]3)[CH2:14][CH2:15]2)[n:6][n:7]1. Reaction SMILES: Cl[C:2]1[N:10]=[C:9]2[C:5]([N:6]=[CH:7][N:8]2[CH2:11][CH3:12])=[C:4]([NH:13][C:14]2[CH:19]=[CH:18][CH:17]=[C:16]([Cl:20])[CH:15]=2)[N:3]=1.[C:21]1([NH2:28])[CH:26]=[CH:25][CH:24]=[CH:23][C:22]=1[NH2:27]>C(O)CCC>[NH2:27][C:22]1[CH:23]=[CH:24][CH:25]=[CH:26][C:21]=1[NH:28][C:2]1[N:10]=[C:9]2[C:5]([N:6]=[CH:7][N:8]2[CH2:11][CH3:12])=[C:4]([NH:13][C:14]2[CH:19]=[CH:18][CH:17]=[C:16]([Cl:20])[CH:15]=2)[N:3]=1. The solvent is C(CCC)O (n-butanol). Reported procedure: Analogously to Example 1, 308 mg (1.0 mmol) of 2-chloro-6-(3-chloro-phenyl-amino)-9-ethyl-9H-purine [described in Stage 1.2] and 324 mg (3 mmol) of 1,2-phenylenediamine are reacted in 10 ml of n-butanol in a glass pressure reactor for 19 h at 140° C., followed by addition of 486 mg (4.5 mmol) of 1,2-phenylenediamine and further reaction at 135° C. for 17 h. After purification by means of column chromatography, 2-[2-amino-phenyl-amino]-6-(3-chloro-phenyl-amino)-9-ethyl-9H-purine is obtained; FAB-... The reactants are ClC1=NC(=C2N=CN(C2=N1)CC)NC1=CC(=CC=C1)Cl (2-chloro-6-(3-chloro-phenyl-amino)-9-ethyl-9H-purine), C1(=C(C=CC=C1)N)N (1,2-phenylenediamine), C1(=C(C=CC=C1)N)N (1,2-phenylenediamine). The product is NC1=C(C=CC=C1)NC1=NC(=C2N=CN(C2=N1)CC)NC1=CC(=CC=C1)Cl (2-[2-amino-phenyl-amino]-6-(3-chloro-phenyl-amino)-9-ethyl-9H-purine). Reactants: Cl.C(C1=CC=CC=C1)N1CC(C(CC1)C(=O)OCC)=O (Ethyl N-benzyl-3-oxo-4-piperidinecarboxylate hydrochloride), O1CCN(CC1)CC(N)N (2-Morpholinoethane-1,1-diamine). The solvent is C[O-].[Na+] (sodium methoxide), CO (methanol). Conditions: temperature 100 celsius, time 4 hour. The product is C(C1=CC=CC=C1)N1CC2=NC(=NC(C2CC1)=O)CN1CCOCC1 (7-Benzyl-5,6,7,8-tetrahydro-2-(morpholinomethyl)pyrido[3,4-d]pyrimidin-4(4aH)-one). Reaction SMILES: Cl.[CH2:2]([N:9]1[CH2:14][CH2:13][CH:12]([C:15]([O:17]CC)=O)[C:11](=O)[CH2:10]1)[C:3]1[CH:8]=[CH:7][CH:6]=[CH:5][CH:4]=1.[O:21]1[CH2:26][CH2:25][N:24]([CH2:27][CH:28]([NH2:30])[NH2:29])[CH2:23][CH2:22]1>C[O-].[Na+].CO>[CH2:2]([N:9]1[CH2:14][CH2:13][CH:12]2[C:11](=[N:30][C:28]([CH2:27][N:24]3[CH2:25][CH2:26][O:21][CH2:22][CH2:23]3)=[N:29][C:15]2=[O:17])[CH2:10]1)[C:3]1[CH:4]=[CH:5][CH:6]=[CH:7][CH:8]=1 |f:0.1,3.4|. Procedure: Ethyl N-benzyl-3-oxo-4-piperidinecarboxylate hydrochloride (2.98 g, 10 mmol) and 2-Morpholinoethane-1,1-diamine (˜20 mmol) were dissolved in a solution of sodium methoxide in methanol (12 mL, 25% wt) and stirred at 100° C. in a sealed tube for 4 h. Solvent was removed in vacuo, residue was dissolved in water (100 mL) and was extracted by CHCl3 and i-PrOH (3:1, 5×80 mL), dried over sodium sulfate. Solvent was removed in vacuo, and the remaining brown solid residue was used directly in the next st... Reactants: C(C)(C)(C)OC(NCCN1C=C(C2=CC=C(C=C12)Cl)C(C(F)(F)F)=O)=O ({2-[6-chloro-3-(2,2,2-trifluoro-acetyl)-indol-1-yl]-ethyl}-carbamic acid tert-butyl ester), IC (iodomethane), solution, C[Si]([N-][Si](C)(C)C)(C)C.[K+] (potassium hexamethyldisilazide). The solvent is O1CCCC1 (tetrahydrofuran), O1CCCC1 (tetrahydrofuran). Reaction conditions: time 20 minute. The product is C(C)(C)(C)OC(N(C)CCN1C=C(C2=CC=C(C=C12)Cl)C(C(F)(F)F)=O)=O ({2-[6-Chloro-3-(2,2,2-trifluoro-acetyl)-indol-1-yl]-ethyl}-methyl-carbamic acid tert-butyl ester). As a reaction SMILES: [C:1]([O:5][C:6](=[O:26])[NH:7][CH2:8][CH2:9][N:10]1[C:18]2[C:13](=[CH:14][CH:15]=[C:16]([Cl:19])[CH:17]=2)[C:12]([C:20](=[O:25])[C:21]([F:24])([F:23])[F:22])=[CH:11]1)([CH3:4])([CH3:3])[CH3:2].[CH3:27][Si](C)(C)[N-][Si](C)(C)C.[K+].IC>O1CCCC1>[C:1]([O:5][C:6](=[O:26])[N:7]([CH2:8][CH2:9][N:10]1[C:18]2[C:13](=[CH:14][CH:15]=[C:16]([Cl:19])[CH:17]=2)[C:12]([C:20](=[O:25])[C:21]([F:22])([F:23])[F:24])=[CH:11]1)[CH3:27])([CH3:4])([CH3:2])[CH3:3] |f:1.2|. Reported procedure: To a solution of 14.1 g (36.1 mmol) {2-[6-chloro-3-(2,2,2-trifluoro-acetyl)-indol-1-yl]-ethyl}-carbamic acid tert-butyl ester in 360 ml dry tetrahydrofuran were slowly added 44 ml (40 mmol) of a 0.91 M solution of potassium hexamethyldisilazide in tetrahydrofuran at −78° C. After stirring for 20 min. were added 2.5 ml (40 mmol) iodomethane at −78° C. Stirring was continued for 15 min. at −78° C. The cooling bath was removed and the mixture was stirred for another 3 h at room temperature. Quenchi... Starting materials: 23.4, ClC=1C(=CC2=C(C(C=C(O2)C#N)=O)C1C)C (6-chloro-5,7-dimethyl-4-oxo-4H-1-benzopyran-2-carbonitrile), [N-]=[N+]=[N-].[Na+] (sodium azide), [Cl-].[NH4+] (ammonium chloride). The solvent is CN(C=O)C (N,N-dimethylformamide). Product: 15.5, ClC=1C(=CC2=C(C(C=C(O2)C2=NN=NN2)=O)C1C)C (5-(6-chloro-5,7-dimethyl-4-oxo-4H-1-benzopyran-2-yl) tetrazole). Reaction SMILES: [Cl:1][C:2]1[C:3]([CH3:16])=[CH:4][C:5]2[O:10][C:9]([C:11]#[N:12])=[CH:8][C:7](=[O:13])[C:6]=2[C:14]=1[CH3:15].[N-:17]=[N+:18]=[N-:19].[Na+].[Cl-].[NH4+]>CN(C)C=O>[Cl:1][C:2]1[C:3]([CH3:16])=[CH:4][C:5]2[O:10][C:9]([C:11]3[NH:19][N:18]=[N:17][N:12]=3)=[CH:8][C:7](=[O:13])[C:6]=2[C:14]=1[CH3:15] |f:1.2,3.4|. Procedure: A mixture of 23.4 parts of 6-chloro-5,7-dimethyl-4-oxo-4H-1-benzopyran-2-carbonitrile, 7.8 parts of sodium azide, 6.4 parts of ammonium chloride and 200 parts of N,N-dimethylformamide was stirred and heated on the steam bath for 18 hours. Most of the solvent was then removed by distillation under reduced pressure. A solution of the residue in 400 parts of water was acidified with 20% hydrochloric acid. The precipitated solid was filtered off, washed with water and crystallised from dioxan to giv... Reactants: CS(=O)(=O)Cl (Methanesulfonyl chloride), OCC=1C=CC2=C(SC(=C2S(=O)C2=CC(=CC=C2)OC)C(=O)OCC)C1 (ethyl 6-(hydroxymethyl)-3-[(3-methoxyphenyl)sulfinyl]benzo[b]thiophene-2-carboxylate), C(C)N(C(C)C)C(C)C (N-ethyl-N,N-diisopropylamine). Run in ClCCl (dichloromethane). The product is COC=1C=C(C=CC1)S(=O)C=1C2=C(SC1C(=O)OCC)C=C(C=C2)COS(=O)(=O)C (Ethyl 3-[(3-methoxyphenyl)sulfinyl]-6-[(methylsulfonyloxy)methyl]benzo[b]thiophene-2-carboxylate). Yield: 66.2%. Reaction SMILES: [CH3:1][S:2](Cl)(=[O:4])=[O:3].[OH:6][CH2:7][C:8]1[CH:9]=[CH:10][C:11]2[C:15]([S:16]([C:18]3[CH:23]=[CH:22][CH:21]=[C:20]([O:24][CH3:25])[CH:19]=3)=[O:17])=[C:14]([C:26]([O:28][CH2:29][CH3:30])=[O:27])[S:13][C:12]=2[CH:31]=1.C(N(C(C)C)C(C)C)C>ClCCl>[CH3:25][O:24][C:20]1[CH:19]=[C:18]([S:16]([C:15]2[C:11]3[CH:10]=[CH:9][C:8]([CH2:7][O:6][S:2]([CH3:1])(=[O:4])=[O:3])=[CH:31][C:12]=3[S:13][C:14]=2[C:26]([O:28][CH2:29][CH3:30])=[O:27])=[O:17])[CH:23]=[CH:22][CH:21]=1. Reported procedure: Methanesulfonyl chloride (0.043 ml, 0.55 mmol) was added to a stirred solution of ethyl 6-(hydroxymethyl)-3-[(3-methoxyphenyl)sulfinyl]benzo[b]thiophene-2-carboxylate (Preparation 17, 195 mg, 0.5 mmol) and N-ethyl-N,N-diisopropylamine (0.1 ml, 0.55 mmol) in dichloromethane (3 ml) at 0° C. After 3 hours the solution was washed twice with water, dried (magnesium sulfate), and the solvent removed under reduced pressure. The residue was crystallised from diethyl ether to give the title compound as a...